From a dataset of the Open Reaction Database (ORD), a public repository of structured organic reaction records. describe an organic reaction: reactants, conditions, products, and yield Starting materials: Cl.Cl.C(C)(C)C=1C=CC(=C(CN[C@H]2[C@@H]3[C@H](CN([C@H]2C(C2=CC=CC=C2)C2=CC=CC=C2)CC3)C(=O)O)C1)OC ((3R,4S,5S,6S)-5-(5-isopropyl-2-methoxybenzylamino)-6-diphenylmethyl-1-azabicyclo[2.2.2]octane-3-carboxylic acid dihydrochloride). The reagents and catalysts are [Pd] (Pd-C). The solvent is O (water). Conditions: time 20 hour. Yields the product Cl.Cl.N[C@H]1[C@@H]2[C@H](CN([C@H]1C(C1=CC=CC=C1)C1=CC=CC=C1)CC2)C(=O)O ((3R,4S,5S,6S)-5-amino-6-diphenylmethyl-1-azabicyclo[2.2.2]octane-3-carboxylic acid dihydrochloride). Yield: 111.4%. As a reaction SMILES: [ClH:1].Cl.C(C1C=CC(OC)=C(C=1)C[NH:12][C@@H:13]1[C@H:18]([CH:19]([C:26]2[CH:31]=[CH:30][CH:29]=[CH:28][CH:27]=2)[C:20]2[CH:25]=[CH:24][CH:23]=[CH:22][CH:21]=2)[N:17]2[CH2:32][CH2:33][C@H:14]1[C@@H:15]([C:34]([OH:36])=[O:35])[CH2:16]2)(C)C>O.[Pd]>[ClH:1].[ClH:1].[NH2:12][C@@H:13]1[C@H:18]([CH:19]([C:26]2[CH:27]=[CH:28][CH:29]=[CH:30][CH:31]=2)[C:20]2[CH:25]=[CH:24][CH:23]=[CH:22][CH:21]=2)[N:17]2[CH2:32][CH2:33][C@H:14]1[C@@H:15]([C:34]([OH:36])=[O:35])[CH2:16]2 |f:0.1.2,5.6.7|. Procedure details: A mixture of (3R,4S,5S,6S)-5-(5-isopropyl-2-methoxybenzylamino)-6-diphenylmethyl-1-azabicyclo[2.2.2]octane-3-carboxylic acid dihydrochloride (500 mg, 0.88 mmol) and Pd-C (10%, 500 mg) in water (20 mL) was stirred under H2 atmosphere (50 atm) at rt for 20 h. The catalyst was filtered off by filtration, and the filtrate was concentrated to give the title compound as a pale yellow solid (200 mg, 0.49 mmol, 54%). Starting materials: FC1=C(OC2=C3C(=NC=C2)C=C(S3)C=3N(C(=CN3)CN3C(CCC3)=O)C)C=CC(=C1)[N+](=O)[O-] (1-((2-(7-(2-fluoro-4-nitrophenoxy)thieno[3,2-b]pyridin-2-yl)-1-methyl-1H-imidazol-5-yl)methyl)pyrrolidin-2-one), [Cl-].[NH4+] (ammonium chloride). The reagents and catalysts are [Zn] (zinc). Run in CO (MeOH), O (water). Product: NC1=CC(=C(OC2=C3C(=NC=C2)C=C(S3)C=3N(C(=CN3)CN3C(CCC3)=O)C)C=C1)F (1-((2-(7-(4-amino-2-fluorophenoxy)thieno[3,2-b]pyridin-2-yl)-1-methyl-1H-imidazol-5-yl)methyl)pyrrolidin-2-one). Isolated yield 65.9%. As a reaction SMILES: [F:1][C:2]1[CH:30]=[C:29]([N+:31]([O-])=O)[CH:28]=[CH:27][C:3]=1[O:4][C:5]1[CH:10]=[CH:9][N:8]=[C:7]2[CH:11]=[C:12]([C:14]3[N:15]([CH3:26])[C:16]([CH2:19][N:20]4[CH2:24][CH2:23][CH2:22][C:21]4=[O:25])=[CH:17][N:18]=3)[S:13][C:6]=12.[Cl-].[NH4+]>CO.O.[Zn]>[NH2:31][C:29]1[CH:28]=[CH:27][C:3]([O:4][C:5]2[CH:10]=[CH:9][N:8]=[C:7]3[CH:11]=[C:12]([C:14]4[N:15]([CH3:26])[C:16]([CH2:19][N:20]5[CH2:24][CH2:23][CH2:22][C:21]5=[O:25])=[CH:17][N:18]=4)[S:13][C:6]=23)=[C:2]([F:1])[CH:30]=1 |f:1.2|. Procedure details: To a solution of 135 (125 mg, 0.267 mmol) in MeOH (10 mL) was added zinc powder (140 mg, 2.14 mmol) and ammonium chloride (42.9 mg, 0.80 mmol) in water (1 mL) and the reaction mixture was heated to reflux for 4 hours. The mixture was cooled to RT, filtered and concentrated. The residue was partitioned between water and DCM/MeOH and the organic phase was collected, dried over anhydrous Na2SO4, filtered and concentrated to afford title compound 136 (77 mg, 66% yield) that was used crude in the nex... The reactants are C=Cc1ccc2c(c1)CN(C(=O)c1cc(C(C)C)c(OC)cc1OC)C2, ClCCl, [Na+], [OH-], O=C(OO)c1cccc(Cl)c1. Yields the product COc1cc(OC)c(C(C)C)cc1C(=O)N1Cc2ccc(C3CO3)cc2C1. RXN SMILES: [CH:1]([CH3:2])([CH3:3])[c:4]1[c:5]([O:25][CH3:26])[cH:6][c:7]([O:23][CH3:24])[c:8]([C:10](=[O:11])[N:12]2[CH2:13][c:14]3[cH:15][cH:16][c:17]([CH:21]=[CH2:22])[cH:18][c:19]3[CH2:20]2)[cH:9]1.[Cl:38][CH2:39][Cl:40].[Na+:42].[OH-:41].[OH:27][O:28][C:29]([c:30]1[cH:31][c:32]([Cl:33])[cH:34][cH:35][cH:36]1)=[O:37]>>[CH:1]([CH3:2])([CH3:3])[c:4]1[c:5]([O:25][CH3:26])[cH:6][c:7]([O:23][CH3:24])[c:8]([C:10](=[O:11])[N:12]2[CH2:13][c:14]3[cH:15][cH:16][c:17]([CH:21]4[CH2:22][O:27]4)[cH:18][c:19]3[CH2:20]2)[cH:9]1. Starting materials: C(C)OC(CN1CC2=CC=C(C(=C2CC1)C)C1=NOC(=N1)C1=CC(=C(C=C1)OC(C)C)Cl)=O (ethyl[6-(5-{3-chloro-4-[(1-methylethyl)oxy]phenyl}-1,2,4-oxadiazol-3-yl)-5-methyl-3,4-dihydro-2(1H)-isoquinolinyl]acetate), [OH-].[Na+] (sodium hydroxide). The solvent is C(C)O (ethanol), C1CCOC1 (THF). Reaction conditions: time 40 minute. Yields the product ClC=1C=C(C=CC1OC(C)C)C1=NC(=NO1)C=1C(=C2CCN(CC2=CC1)CC(=O)O)C ([6-(5-{3-Chloro-4-[(1-methylethyl)oxy]phenyl}-1,2,4-oxadiazol-3-yl)-5-methyl-3,4-dihydro-2(1H)-isoquinolinyl]acetic acid). RXN SMILES: C([O:3][C:4](=[O:33])[CH2:5][N:6]1[CH2:15][CH2:14][C:13]2[C:8](=[CH:9][CH:10]=[C:11]([C:17]3[N:21]=[C:20]([C:22]4[CH:27]=[CH:26][C:25]([O:28][CH:29]([CH3:31])[CH3:30])=[C:24]([Cl:32])[CH:23]=4)[O:19][N:18]=3)[C:12]=2[CH3:16])[CH2:7]1)C.[OH-].[Na+]>C(O)C.C1COCC1>[Cl:32][C:24]1[CH:23]=[C:22]([C:20]2[O:19][N:18]=[C:17]([C:11]3[C:12]([CH3:16])=[C:13]4[C:8](=[CH:9][CH:10]=3)[CH2:7][N:6]([CH2:5][C:4]([OH:33])=[O:3])[CH2:15][CH2:14]4)[N:21]=2)[CH:27]=[CH:26][C:25]=1[O:28][CH:29]([CH3:30])[CH3:31] |f:1.2|. Reported procedure: To a solution of ethyl[6-(5-{3-chloro-4-[(1-methylethyl)oxy]phenyl}-1,2,4-oxadiazol-3-yl)-5-methyl-3,4-dihydro-2(1H)-isoquinolinyl]acetate (Preparation 21; 75 mg; 0.16 mmol) in ethanol (2 ml) and THF (2 ml) at room temperature was added 2N sodium hydroxide, and the resulting mixture was stirred at room temperature for 40 min. The solvents were removed and the residue dissolved in water (ca. 1 ml). Acetic acid (1 ml) was added, all solvents were removed and the residue co-evaporated with toluene ... The reactants are C1(=CC=CC=C1)N=C=S (Phenylisothiocyanate), ClC=1C=CC2=C(N=NS2)C1 (5-chloro-1,2,3-benzothiadiazole). Run at temperature 220 celsius. Product: ClC1=CC2=C(SC(S2)=NC2=CC=CC=C2)C=C1 (5-Chloro-N-phenyl-1,3-benzodithiol-2-imine). Yield: 24.6%. Reaction SMILES: [C:1]1([N:7]=[C:8]=[S:9])[CH:6]=[CH:5][CH:4]=[CH:3][CH:2]=1.[Cl:10][C:11]1[CH:12]=[CH:13][C:14]2[S:18]N=N[C:15]=2[CH:19]=1>>[Cl:10][C:11]1[CH:12]=[CH:13][C:14]2[S:18][C:8](=[N:7][C:1]3[CH:6]=[CH:5][CH:4]=[CH:3][CH:2]=3)[S:9][C:15]=2[CH:19]=1. Reported procedure: Phenylisothiocyanate (8.8g) and 5-chloro-1,2,3-benzothiadiazole (3.75g) are combined under an inert atmosphere and heated at 220° C until nitrogen evolution ceases. Initial purification of the product is accomplished by dry column chromatography (600g alumina column, benzene solvent). The product is further purified with a methylene chloride wash and recrystallization (twice) from pentane to yield 1.5g of the title compound, melting point 71°-73° C.